From a dataset of the Open Reaction Database (ORD), a public repository of structured organic reaction records. describe an organic reaction: reactants, conditions, products, and yield Starting materials: CSC1=CC=C(C=C1)NC1=NC(=NC2=CC=CC=C12)C ((4-methylthio-phenyl)-(2-methyl-quinazolin-4-yl)-amine), [H-].[Na+] (sodium hydride), CI (methyl iodide). Run in CCOC(=O)C (EtOAc), CN(C)C=O (DMF). Conditions: temperature 0 celsius, time 1 hour. Product: CSC1=CC=C(C=C1)N(C)C1=NC(=NC2=CC=CC=C12)C ((4-Methylthio-phenyl)-(2-methyl-quinazolin-4-yl)-methylamine). Isolated yield 43.2%. RXN SMILES: [CH3:1][S:2][C:3]1[CH:8]=[CH:7][C:6]([NH:9][C:10]2[C:19]3[C:14](=[CH:15][CH:16]=[CH:17][CH:18]=3)[N:13]=[C:12]([CH3:20])[N:11]=2)=[CH:5][CH:4]=1.[H-].[Na+].[CH3:23]I>CN(C=O)C.CCOC(C)=O>[CH3:1][S:2][C:3]1[CH:4]=[CH:5][C:6]([N:9]([C:10]2[C:19]3[C:14](=[CH:15][CH:16]=[CH:17][CH:18]=3)[N:13]=[C:12]([CH3:20])[N:11]=2)[CH3:23])=[CH:7][CH:8]=1 |f:1.2|. Reported procedure: To a solution of (4-methylthio-phenyl)-(2-methyl-quinazolin-4-yl)-amine (263 mg, 0.94 mmol) in DMF (4 ml) at 0° C. was added sodium hydride (56.4 mg, 1.40 mmol, 60% oil dispersion) and followed by methyl iodide (0.09 ml, 1.40 mmol). The mixture was stirred at 0° C. for 1 h, then allowed to warm to room temperature and stirred for another 2 h. The reaction mixture was diluted with EtOAc (15 ml), washed with saturated NaHCO3 aq., brine, dried over Na2SO4, filtered and concentrated by vacuum. The r...